This data is from the Open Reaction Database (ORD), a public repository of structured organic reaction records. The task is: describe an organic reaction: reactants, conditions, products, and yield Reactants: CC(=C)C(=O)OC (Plexiglass), C(Cl)(Cl)Cl (chloroform). Product: CC(=C)C(=O)OC.C(Cl)(Cl)Cl (Plexiglass chloroform). RXN SMILES: [CH3:1][C:2]([C:4]([O:6][CH3:7])=[O:5])=[CH2:3].[CH:8]([Cl:11])([Cl:10])[Cl:9]>>[CH3:3][C:2]([C:4]([O:6][CH3:7])=[O:5])=[CH2:1].[CH:8]([Cl:11])([Cl:10])[Cl:9] |f:2.3|. Procedure details: Methods for fabricating frits according to the present invention are well known. Briefly, one exemplary preferred frit fabrication procedure is as follows. Dissolve 1 gram of Plexiglass in 250 ml of chloroform at room temperature to form a Plexiglass/chloroform mixture. Next, mix 20 grams of 150 mesh (99.5%) copper basis copper particles (Alfa AESAR, stock # 10160) with 2 ml of the plexiglass/chloroform mixture to form a particle suspension. The metal particles should be approximately 2-10 μm in... Starting materials: C(C)(C)(C)[SiH2]OC(C1CC(C(O1)N1C(NC(C=C1)=O)=O)OC(C1=CC=CC=C1)=O)(C1=CC=CC=C1)C1=CC=CC=C1 (Benzoic acid 5-(tert-butyl-diphenyl-silanyloxymethyl)-2-(2,4-dioxo-3,4-dihydro-2H-pyrimidin-1-yl)-tetrahydro-furan-3-yl ester), [F-].C(CCC)[N+](CCCC)(CCCC)CCCC (Tetrabutyl ammonium fluoride). The solvent is C1CCOC1 (THF). Run at temperature 0 celsius, time 4 hour. Yields the product O=C1N(C=CC(N1)=O)C1OC(CC1OC(C1=CC=CC=C1)=O)CO (Benzoic acid 2-(2,4-dioxo-3,4-dihydro-2H-pyrimidin-1-yl)-5-hydroxymethyl-tetrahydro-furan-3-yl ester). Reaction SMILES: C([SiH2][O:6][C:7](C1C=CC=CC=1)(C1C=CC=CC=1)[CH:8]1[O:12][CH:11]([N:13]2[CH:18]=[CH:17][C:16](=[O:19])[NH:15][C:14]2=[O:20])[CH:10]([O:21][C:22](=[O:29])[C:23]2[CH:28]=[CH:27][CH:26]=[CH:25][CH:24]=2)[CH2:9]1)(C)(C)C.[F-].C([N+](CCCC)(CCCC)CCCC)CCC>C1COCC1>[O:20]=[C:14]1[NH:15][C:16](=[O:19])[CH:17]=[CH:18][N:13]1[CH:11]1[CH:10]([O:21][C:22](=[O:29])[C:23]2[CH:24]=[CH:25][CH:26]=[CH:27][CH:28]=2)[CH2:9][CH:8]([CH2:7][OH:6])[O:12]1 |f:1.2|. Reported procedure: Compound 50.2 (0.713 g, 1.06 mmol) was dissolved in 10 ml anhydrous THF was cooled to 0° C. Tetrabutyl ammonium fluoride (1.11 ml, 1N in THF, 1.11 mmol) was added dropwise and the reaction mixture was allowed to rise to room temperature. The reaction was stirred for 4 hr at room temperature while monitoring by TLC. When the reaction was complete by TLC the, solvent was removed under vacuum. The residue was re-dissolved in ethyl acetate (4 ml) and purified by column chromatography. Yield 0.300 g,...